Dataset: the Open Reaction Database (ORD), a public repository of structured organic reaction records. Task: describe an organic reaction: reactants, conditions, products, and yield Reactants: resultant mixture, ClC=1C=CC(=NC1OC)C1=CCN(C[C@@H]1OC(C(C)(C)C)=O)C(=O)OC(C)(C)C (tert-butyl (R)-5-chloro-6-methoxy-5′-(pivaloyloxy)-5′,6′-dihydro-[2,4′-bipyridine]-1′(2′H)-carboxylate), Cl.O1CCOCC1 (hydrogen chloride 1,4-dioxane). Solvent: CO (methanol). The product is crude product, C(C(C)(C)C)(=O)O[C@H]1CNCC=C1C1=NC(=C(C=C1)Cl)OC ((R)-5-Chloro-6-methoxy-1′,2′,3′,6′-tetrahydro-[2,4′-bipyridine]-3′-yl pivalate). Isolated yield 127.8%. Reaction SMILES: [Cl:1][C:2]1[CH:3]=[CH:4][C:5]([C:10]2[C@@H:15]([O:16][C:17](=[O:22])[C:18]([CH3:21])([CH3:20])[CH3:19])[CH2:14][N:13](C(OC(C)(C)C)=O)[CH2:12][CH:11]=2)=[N:6][C:7]=1[O:8][CH3:9].Cl.O1CCOCC1>CO>[C:17]([O:16][C@@H:15]1[C:10]([C:5]2[CH:4]=[CH:3][C:2]([Cl:1])=[C:7]([O:8][CH3:9])[N:6]=2)=[CH:11][CH2:12][NH:13][CH2:14]1)(=[O:22])[C:18]([CH3:21])([CH3:20])[CH3:19] |f:1.2|. Reported procedure: To a methanol solution (1.0 mL) of tert-butyl (R)-5-chloro-6-methoxy-5′-(pivaloyloxy)-5′,6′-dihydro-[2,4′-bipyridine]-1′(2′H)-carboxylate (1.35 g, 3.18 mmol) synthesized in Reference Synthesis Example 142, 4 M hydrogen chloride/1,4-dioxane (15 mL) was added and the resultant mixture was stirred at room temperature for 5 minutes. After completion of the reaction, the reaction solution was concentrated under reduced pressure and saturated sodium bicarbonate aqueous solution and water were added to... Starting materials: FC=1C=C(C=CC1N1CCNCC1)C(C)=O (1-(3-Fluoro-4-piperazin-1-yl-phenyl)-ethanone), BrC1=C(C(=O)O)C=C(C=C1)C#N (2-bromo-5-cyano-benzoic acid). Yields the product C(C)(=O)C1=CC(=C(C=C1)N1CCN(CC1)C(=O)C=1C=C(C#N)C=CC1Br)F (3-[4-(4-acetyl-2-fluoro-phenyl)-piperazine-1-carbonyl]-4-bromo benzonitrile). Isolated yield 49.0%. Reaction SMILES: [F:1][C:2]1[CH:3]=[C:4]([C:14](=[O:16])[CH3:15])[CH:5]=[CH:6][C:7]=1[N:8]1[CH2:13][CH2:12][NH:11][CH2:10][CH2:9]1.[Br:17][C:18]1[CH:26]=[CH:25][C:24]([C:27]#[N:28])=[CH:23][C:19]=1[C:20](O)=[O:21]>>[C:14]([C:4]1[CH:5]=[CH:6][C:7]([N:8]2[CH2:13][CH2:12][N:11]([C:20]([C:19]3[CH:23]=[C:24]([CH:25]=[CH:26][C:18]=3[Br:17])[C:27]#[N:28])=[O:21])[CH2:10][CH2:9]2)=[C:2]([F:1])[CH:3]=1)(=[O:16])[CH3:15]. Reported procedure: Title compound was prepared according to procedure described in example K/step2 from 1-(3-Fluoro-4-piperazin-1-yl-phenyl)-ethanone and 2-bromo-5-cyano-benzoic acid, (49% yield, white solid, MS (m/e): 430 (M+, 100%).